From a dataset of the Open Reaction Database (ORD), a public repository of structured organic reaction records. describe an organic reaction: reactants, conditions, products, and yield Starting materials: [H-].[Na+] (sodium hydride), OC1=C(C=CC=C1)C=1C=C(C(NC1C)=O)C#N (5-(2-hydroxyphenyl)-6-methyl-2-oxo1,2-dihydro-3-pyridinecarbonitrile), BrCC(=O)OCC (ethyl bromoacetate). Run in CN(C)C=O (DMF), CN(C)C=O (DMF), CN(C)C=O (DMF). Run at time 30 minute. The product is C(=O)(OCC)COC1=C(C=CC=C1)C=1C=C(C(NC1C)=O)C#N (5-(2-carboethoxymethoxyphenyl)-6-methyl-2-oxo-1,2 -dihydro-3-pyridinecarbonitrile). The yield is 35.9%. As a reaction SMILES: [H-].[Na+].[OH:3][C:4]1[CH:9]=[CH:8][CH:7]=[CH:6][C:5]=1[C:10]1[CH:11]=[C:12]([C:18]#[N:19])[C:13](=[O:17])[NH:14][C:15]=1[CH3:16].Br[CH2:21][C:22]([O:24][CH2:25][CH3:26])=[O:23]>CN(C=O)C>[C:22]([CH2:21][O:3][C:4]1[CH:9]=[CH:8][CH:7]=[CH:6][C:5]=1[C:10]1[CH:11]=[C:12]([C:18]#[N:19])[C:13](=[O:17])[NH:14][C:15]=1[CH3:16])([O:24][CH2:25][CH3:26])=[O:23] |f:0.1|. Reported procedure: A dispersion of 530 mg of 60% sodium hydride in mineral oil and 10 ml of DMF is treated, dropwise, with a solution of 1.50 g (6.6 mmol) of 5-(2-hydroxyphenyl)-6-methyl-2-oxo1,2-dihydro-3-pyridinecarbonitrile in 20 ml of DMF. The reaction is stirred 30 min at RT, then cooled in an ice bath and 1.11 g (6.6 mmol) of ethyl bromoacetate in 30 ml of DMF is added dropwise. The reaction is allowed to slowly come to RT and stirred overnight under N2. The mixture is concentrated under vacuum, the residue ... Starting materials: 224, N1CCNCC1 (piperazine), ClCCCOC1=CC=C(C(=O)OCC)C=C1 (ethyl 4-(3-chloropropoxy)benzoate). The solvent is CC1=CC=CC=C1 (methylbenzene). Run at time 8 hour. The product is 115.2, N1(CCNCC1)CCCOC1=CC=C(C(=O)OCC)C=C1 (ethyl 4-[3-(1-piperazinyl)propoxy]benzoate). The yield is 98.5%. As a reaction SMILES: [NH:1]1[CH2:6][CH2:5][NH:4][CH2:3][CH2:2]1.Cl[CH2:8][CH2:9][CH2:10][O:11][C:12]1[CH:22]=[CH:21][C:15]([C:16]([O:18][CH2:19][CH3:20])=[O:17])=[CH:14][CH:13]=1>CC1C=CC=CC=1>[N:1]1([CH2:8][CH2:9][CH2:10][O:11][C:12]2[CH:22]=[CH:21][C:15]([C:16]([O:18][CH2:19][CH3:20])=[O:17])=[CH:14][CH:13]=2)[CH2:6][CH2:5][NH:4][CH2:3][CH2:2]1. Procedure details: A mixture of 224 parts of piperazine, 97 parts of ethyl 4-(3-chloropropoxy)benzoate and 1044 parts of methylbenzene was stirred overnight at reflux temperature. After cooling, the reaction mixture was washed with water (3×), dried, filtered and evaporated, yielding 115.2 parts (98.5%) of ethyl 4-[3-(1-piperazinyl)propoxy]benzoate (interm. 1). In a similar manner there was also prepared ethyl 4-[2-(1-piperazinyl)ethoxy]benzoate (interm. 2). The reactants are ClC=1C=CC(=C(C(=O)O)C1)OC1=C(C=CC(=C1)F)F (5-Chloro-2-(2,5-difluorophenoxy)benzoic acid), Cl.N[C@@H](C)C1=CC=C(C(=O)OC)C=C1 (Methyl 4-[(1S)-1-aminoethyl]benzoate hydrochloride). The product is ClC=1C=CC(=C(C(=O)N[C@@H](C)C2=CC=C(C(=O)OC)C=C2)C1)OC1=C(C=CC(=C1)F)F (Methyl 4-((1S)-1-{[5-chloro-2-(2,5-difluorophenoxy)benzoyl]amino}ethyl)benzoate). Reaction SMILES: [Cl:1][C:2]1[CH:3]=[CH:4][C:5]([O:11][C:12]2[CH:17]=[C:16]([F:18])[CH:15]=[CH:14][C:13]=2[F:19])=[C:6]([CH:10]=1)[C:7]([OH:9])=O.Cl.[NH2:21][C@H:22]([C:24]1[CH:33]=[CH:32][C:27]([C:28]([O:30][CH3:31])=[O:29])=[CH:26][CH:25]=1)[CH3:23]>>[Cl:1][C:2]1[CH:3]=[CH:4][C:5]([O:11][C:12]2[CH:17]=[C:16]([F:18])[CH:15]=[CH:14][C:13]=2[F:19])=[C:6]([CH:10]=1)[C:7]([NH:21][C@H:22]([C:24]1[CH:33]=[CH:32][C:27]([C:28]([O:30][CH3:31])=[O:29])=[CH:26][CH:25]=1)[CH3:23])=[O:9] |f:1.2|. Reported procedure: The title compound was prepared according to the procedure described in step 3 of Example 1 from 5-chloro-2-(2,5-difluorophenoxy)benzoic acid (step 2) and methyl 4-[(1S)-1-aminoethyl]benzoate hydrochloride (step 3 of Example 5): 1H-NMR (CDCl3) δ 8.16 (1H, d, J=2.6 Hz), 7.95 (2H, d, J=8.2 Hz), 7.60 (1H, d, J=7.4 Hz), 7.45–7.32 (3H, m), 7.25–7.13 (1H, m), 6.97–6.82 (2H, m), 6.80–6.67 (1H, m), 5.33 (1H, dq, J=7.4, 6.9 Hz), 3.90 (3H, s), 1.53 (3H, d, J=6.9 Hz); MS (ESI) m/z 446 (M+H)+, 444 (M−H)−. Reactants: CC=1NC(=C(C(C1C(=O)OCCOC)C1=CC(=CC=C1)NO)C(=O)OC(C)C)C (2-Methoxyethyl 1-Methylethyl 1,4-Dihydro-2,6-dimethyl-4-(3-hydroxylaminophenyl)-3,5-pyridinedicarboxylate), [N+](=O)([O-])C1=C(C=O)C=CC=C1 (2-nitrobenzaldehyde). Yields the product CC=1NC(=C(C(C1C(=O)OCCOC)C1=CC(=CC=C1)/N(=O)=C/C1=C(C=CC=C1)[N+](=O)[O-])C(=O)OC(C)C)C (2-Methoxyethyl 1-Methylethyl 1,4-Dihydro-2,6-dimethyl-4-{3-[(Z)-N-(2-nitrophenylmethylene)-N-oxo-λ5 -azanyl]phenyl}-3,5-pyridinedicarboxylate). Reaction SMILES: [CH3:1][C:2]1[NH:3][C:4]([CH3:29])=[C:5]([C:23]([O:25][CH:26]([CH3:28])[CH3:27])=[O:24])[CH:6]([C:15]2[CH:20]=[CH:19][CH:18]=[C:17]([NH:21][OH:22])[CH:16]=2)[C:7]=1[C:8]([O:10][CH2:11][CH2:12][O:13][CH3:14])=[O:9].[N+:30]([C:33]1[CH:40]=[CH:39][CH:38]=[CH:37][C:34]=1[CH:35]=O)([O-:32])=[O:31]>>[CH3:1][C:2]1[NH:3][C:4]([CH3:29])=[C:5]([C:23]([O:25][CH:26]([CH3:27])[CH3:28])=[O:24])[CH:6]([C:15]2[CH:20]=[CH:19][CH:18]=[C:17]([N:21](=[CH:35][C:34]3[CH:37]=[CH:38][CH:39]=[CH:40][C:33]=3[N+:30]([O-:32])=[O:31])=[O:22])[CH:16]=2)[C:7]=1[C:8]([O:10][CH2:11][CH2:12][O:13][CH3:14])=[O:9]. Procedure details: The reaction of hydroxylamine 55 (0.80 g, 2 mmol) with 2-nitrobenzaldehyde (59) (0.302 g, 2 mmol) afforded, after workup, a yellow oil. The crude product was purified by flash chromatography with 1:1 ethyl acetate/hexane as the eluant to obtain 0.80 g (1.49 mmol. 75%) of 70 as a yellow oil. The oil crystallized from ether-petroleum ether to yield yellow crystalline solid: mp 114°-116° C.; IR (CH2Cl2) 3440, 2980, 1700, 1625, 1575, 1528, 1470, 1345, 1300, 1215, 1105, 905, 852, 775 cm-1 ; 1H NMR (C... Starting materials: C(C1=CC=CC=C1)OC1=C(C=CC(=C1)N1C=C(C(=C1)F)F)NN=C(C(=O)OC)C(COC)=O (methyl 2-{[2-(benzyloxy)-4-(3,4-difluoro-1H-pyrrol-1-yl)phenyl]hydrazono}-4-methoxy-3-oxobutanoate), COC(N(C)C)OC (N,N-dimethylformamide dimethyl acetal). Yields the product C(C1=CC=CC=C1)OC1=C(C=CC(=C1)N1C=C(C(=C1)F)F)N1N=C(C(C(=C1)OC)=O)C(=O)OC (methyl 1-[2-(benzyloxy)-4-(3,4-difluoro-1H-pyrrol-1-yl)phenyl]-5-methoxy-4-oxo-1,4-dihydropyridazine-3-carboxylate). RXN SMILES: [CH2:1]([O:8][C:9]1[CH:14]=[C:13]([N:15]2[CH:19]=[C:18]([F:20])[C:17]([F:21])=[CH:16]2)[CH:12]=[CH:11][C:10]=1[NH:22][N:23]=[C:24]([C:29](=[O:33])[CH2:30][O:31][CH3:32])[C:25]([O:27][CH3:28])=[O:26])[C:2]1[CH:7]=[CH:6][CH:5]=[CH:4][CH:3]=1.[CH3:34]OC(OC)N(C)C>>[CH2:1]([O:8][C:9]1[CH:14]=[C:13]([N:15]2[CH:19]=[C:18]([F:20])[C:17]([F:21])=[CH:16]2)[CH:12]=[CH:11][C:10]=1[N:22]1[CH:34]=[C:30]([O:31][CH3:32])[C:29](=[O:33])[C:24]([C:25]([O:27][CH3:28])=[O:26])=[N:23]1)[C:2]1[CH:3]=[CH:4][CH:5]=[CH:6][CH:7]=1. Procedure details: A mixture of methyl 2-{[2-(benzyloxy)-4-(3,4-difluoro-1H-pyrrol-1-yl)phenyl]hydrazono}-4-methoxy-3-oxobutanoate (4.85 g) and N,N-dimethylformamide dimethyl acetal (100 mL) was heated under reflux for 3 hr. The mixture was allowed to be cooled to room temperature, and the precipitate was collected by filtration, and recrystallized from methanol to give the title compound (4.57 g). The reactants are FC=1C=CC(=NC1)C1=NOC(=C1COC=1C=CC(=NC1)C(=O)O)C (5-[3-(5-fluoro-pyridin-2-yl)-5-methyl-isoxazol-4-ylmethoxy]-pyridine-2-carboxylic acid), NN1CCOCC1 (4-aminomorpholine). Product: N1(CCOCC1)NC(=O)C1=NC=C(C=C1)OCC=1C(=NOC1C)C1=NC=C(C=C1)F (5-[3-(5-Fluoro-pyridin-2-yl)-5-methyl-isoxazol-4-ylmethoxy]-pyridine-2-carboxylic acid morpholin-4-ylamide). Yield: 60.0%. Reaction SMILES: [F:1][C:2]1[CH:3]=[CH:4][C:5]([C:8]2[C:12]([CH2:13][O:14][C:15]3[CH:16]=[CH:17][C:18]([C:21]([OH:23])=O)=[N:19][CH:20]=3)=[C:11]([CH3:24])[O:10][N:9]=2)=[N:6][CH:7]=1.[NH2:25][N:26]1[CH2:31][CH2:30][O:29][CH2:28][CH2:27]1>>[N:26]1([NH:25][C:21]([C:18]2[CH:17]=[CH:16][C:15]([O:14][CH2:13][C:12]3[C:8]([C:5]4[CH:4]=[CH:3][C:2]([F:1])=[CH:7][N:6]=4)=[N:9][O:10][C:11]=3[CH3:24])=[CH:20][N:19]=2)=[O:23])[CH2:31][CH2:30][O:29][CH2:28][CH2:27]1. Procedure details: As described for example 23f, 5-[3-(5-fluoro-pyridin-2-yl)-5-methyl-isoxazol-4-ylmethoxy]-pyridine-2-carboxylic acid (75 mg, 0.23 mmol) was converted, using 4-aminomorpholine instead of isopropylamine, to the title compound (57 mg, 60%), which was obtained as a white solid after recrystallization from ethyl acetate/hexane. MS: m/e=414.3 [M+H]+. Reactants: C(C)(C)(C)[Li] (tert-butyllithium), BrC1=C2C=CC(=CC2=CC=C1)S(=O)(=O)OCC(C)(C)C (neopentyl 5-bromonaphthalene-2-sulfonate), CN(C=O)C (dimethylformamide). Solvent: CCOCC (ether), CCOCC (ether). Reaction conditions: time 1 hour. Product: CC1=C2C=CC(=CC2=CC=C1)S(=O)(=O)OCC(C)(C)C (neopentyl 5-methylnaphthalene-2-sulfonate). As a reaction SMILES: Br[C:2]1[CH:11]=[CH:10][CH:9]=[C:8]2[C:3]=1[CH:4]=[CH:5][C:6]([S:12]([O:15][CH2:16][C:17]([CH3:20])([CH3:19])[CH3:18])(=[O:14])=[O:13])=[CH:7]2.[C:21]([Li])(C)(C)C.CN(C)C=O>CCOCC>[CH3:21][C:2]1[CH:11]=[CH:10][CH:9]=[C:8]2[C:3]=1[CH:4]=[CH:5][C:6]([S:12]([O:15][CH2:16][C:17]([CH3:20])([CH3:19])[CH3:18])(=[O:14])=[O:13])=[CH:7]2. Procedure: To a cooled (-80° C.) solution of neopentyl 5-bromonaphthalene-2-sulfonate (300 mg; 0.84 mmol) in anhydrous ether (12 mL) is added tert-butyllithium (1.7M in ether) (1 mL; 1.7 mmol), immediately followed by a solution of dimethylformamide (125 mg; 1.7 mmol) in ether (2 mL). The external cooling bath is removed and stirring is allowed to proceed for 1 hour. The reaction mixture is quenched with water (10 mL), the two solution phases are separated and the aqueous phase is extracted with ether (2×1...